Dataset: the Open Reaction Database (ORD), a public repository of structured organic reaction records. Task: describe an organic reaction: reactants, conditions, products, and yield Reactants: ClC1=NC=C(C(=N1)Cl)C (2,4-dichloro-5-methylpyrimidine), N1CCC(CC1)O (4-piperidinol), C(=O)([O-])[O-].[Na+].[Na+] (Na2CO3). Run in CCO (EtOH). Conditions: time 72 hour. Product: ClC1=NC=C(C(=N1)N1CCC(CC1)O)C (1-(2-chloro-5-methyl-4-pyrimidinyl)-4-piperidinol). The yield is 68.7%. Reaction SMILES: [Cl:1][C:2]1[N:7]=[C:6](Cl)[C:5]([CH3:9])=[CH:4][N:3]=1.[NH:10]1[CH2:15][CH2:14][CH:13]([OH:16])[CH2:12][CH2:11]1.C([O-])([O-])=O.[Na+].[Na+]>CCO>[Cl:1][C:2]1[N:7]=[C:6]([N:10]2[CH2:15][CH2:14][CH:13]([OH:16])[CH2:12][CH2:11]2)[C:5]([CH3:9])=[CH:4][N:3]=1 |f:2.3.4|. Reported procedure: To a solution of 2,4-dichloro-5-methylpyrimidine (5.0 g, 30.7 mmol) in EtOH (100 mL) were added 4-piperidinol (3.1 g, 30.7 mmol) and Na2CO3 (16.3 g, 153.4 mmol). The reaction mixture was stirred at rt for 72 h, after which the reaction mixture was filtered through Celite®. The filtrate was then concentrated under reduced pressure, the residue dissolved in EtOAc, and the organic solution washed with water and brine after which it was dried (Na2SO4), filtered, and concentrated under reduced pressu... Reactants: ClC=1C=C(C=CC1)C(C(C(=O)OCC)CC1=CC=C(C=C1)CC(C(F)(F)F)(F)F)O (ethyl (2RS,3RS)-3-(3-chlorophenyl)-3-hydroxy-2-[4-(2,2,3,3,3-pentafluoropropyl)benzyl]propionate), [OH-].[Na+] (sodium hydroxide). Run in O1C(CCC1)CCO (tetrahydrofuran-ethanol). Conditions: time 8 hour. The product is ClC=1C=C(C=CC1)C(C(C(=O)O)CC1=CC=C(C=C1)CC(C(F)(F)F)(F)F)O ((2RS,3RS)-3-(3-chlorophenyl)-3-hydroxy-2-[4-(2,2,3,3,3-pentafluoropropyl)benzyl]propionic acid). Yield: 79.1%. As a reaction SMILES: [Cl:1][C:2]1[CH:3]=[C:4]([CH:8]([OH:30])[CH:9]([CH2:15][C:16]2[CH:21]=[CH:20][C:19]([CH2:22][C:23]([F:29])([F:28])[C:24]([F:27])([F:26])[F:25])=[CH:18][CH:17]=2)[C:10]([O:12]CC)=[O:11])[CH:5]=[CH:6][CH:7]=1.[OH-].[Na+]>O1CCCC1CCO>[Cl:1][C:2]1[CH:3]=[C:4]([CH:8]([OH:30])[CH:9]([CH2:15][C:16]2[CH:21]=[CH:20][C:19]([CH2:22][C:23]([F:28])([F:29])[C:24]([F:26])([F:27])[F:25])=[CH:18][CH:17]=2)[C:10]([OH:12])=[O:11])[CH:5]=[CH:6][CH:7]=1 |f:1.2|. Procedure details: To a solution of ethyl (2RS,3RS)-3-(3-chlorophenyl)-3-hydroxy-2-[4-(2,2,3,3,3-pentafluoropropyl)benzyl]propionate (3.84 g, 8.52 mmol) in tetrahydrofuran-ethanol (20 ml—20 ml) was added 1N sodium hydroxide (17 ml, 17 mmol) at room temperature, and the mixture was stirred overnight at room temperature. After completion of the reaction, the organic solvent was evaporated under reduced pressure, and the aqueous layer was acidified with 1N hydrochloric acid and extracted with ethyl acetate. The organ... Starting materials: CC[N+](CC)(CC)Cc1ccccc1, CC(C)(CO)[N+](=O)[O-], [Cl-], Cl, Cl, Nc1ccc(C(=O)CCC(=O)O)cc1, [Na+], [OH-], O. The product is CC(C)(CNc1ccc(C(=O)CCC(=O)O)cc1)[N+](=O)[O-]. As a reaction SMILES: [CH2:28]([N+:29]([CH2:30][CH3:31])([CH2:32][CH3:33])[CH2:34][CH3:35])[c:36]1[cH:37][cH:38][cH:39][cH:40][cH:41]1.[CH3:16][C:17]([CH2:18][OH:19])([CH3:20])[N+:21](=[O:22])[O-:23].[Cl-:27].[ClH:1].[ClH:26].[NH2:2][c:3]1[cH:4][cH:5][c:6]([C:7](=[O:8])[CH2:9][CH2:10][C:11](=[O:12])[OH:13])[cH:14][cH:15]1.[Na+:25].[OH-:24].[OH2:42]>>[NH:2]([c:3]1[cH:4][cH:5][c:6]([C:7](=[O:8])[CH2:9][CH2:10][C:11](=[O:12])[OH:13])[cH:14][cH:15]1)[CH2:18][C:17]([CH3:16])([CH3:20])[N+:21](=[O:22])[O-:23].